Dataset: the Open Reaction Database (ORD), a public repository of structured organic reaction records. Task: describe an organic reaction: reactants, conditions, products, and yield Procedure details: Ten (10) U of the enzyme of the present invention was added in 100 mM Tris-HCl buffer (pH 7.0) to L-lysine hydrochloride (final concentration of 1 M) and lauric acid (final concentration of 15 mM), and reacted for 3 hours at 45° C. The reaction solution was analyzed by HPLC (YMC-Pack ODS 150×4.6 mm, eluent: 35% acetonitrile solution, pH 2.8, flow rate: 0.8 mL/min). The synthesis yield was about 88% based on fatty acids. As a reaction SMILES: Cl.[NH2:2][C@H:3]([C:9]([OH:11])=[O:10])[CH2:4][CH2:5][CH2:6][CH2:7][NH2:8].[C:12](O)(=[O:24])[CH2:13][CH2:14][CH2:15][CH2:16][CH2:17][CH2:18][CH2:19][CH2:20][CH2:21][CH2:22][CH3:23].C(#N)C>C(O)C(N)(CO)CO.Cl>[C:12]([NH:8][CH2:7][CH2:6][CH2:5][CH2:4][C@@H:3]([C:9]([OH:11])=[O:10])[NH2:2])(=[O:24])[CH2:13][CH2:14][CH2:15][CH2:16][CH2:17][CH2:18][CH2:19][CH2:20][CH2:21][CH2:22][CH3:23] |f:0.1,4.5|. Run in C(C(CO)(CO)N)O.Cl (Tris-HCl). Product: C(CCCCCCCCCCC)(=O)NCCCC[C@H](N)C(=O)O (Nε-Lauroyl-L-Lysine). The yield is 88.0%. Reactants: ( 10 ), Cl.N[C@@H](CCCCN)C(=O)O (L-lysine hydrochloride), C(CCCCCCCCCCC)(=O)O (lauric acid), C(C)#N (acetonitrile). The reactants are IC1=CN=C2N1N=C(C=C2C(F)(F)F)C2=CC=C(C=C2)C(F)(F)F (3-iodo-8-trifluoromethyl-6-(4-trifluoromethyl-phenyl)-imidazo[1,2-b]pyridazine), C(#C)C1=CC=C(S1)S(=O)(=O)N (5-ethynyl-thiophene-2-sulfonic acid amide). Yields the product FC(C=1C=2N(N=C(C1)C1=CC=C(C=C1)C(F)(F)F)C(=CN2)C#CC2=CC=C(S2)S(=O)(=O)N)(F)F (5-[8-Trifluoromethyl-6-(4-trifluoromethyl-phenyl)-imidazo[1,2-b]pyridazin-3-ylethynyl]-thiophene-2-sulfonic acid amide), solid. The yield is 41.0%. As a reaction SMILES: I[C:2]1[N:6]2[N:7]=[C:8]([C:15]3[CH:20]=[CH:19][C:18]([C:21]([F:24])([F:23])[F:22])=[CH:17][CH:16]=3)[CH:9]=[C:10]([C:11]([F:14])([F:13])[F:12])[C:5]2=[N:4][CH:3]=1.[C:25]([C:27]1[S:31][C:30]([S:32]([NH2:35])(=[O:34])=[O:33])=[CH:29][CH:28]=1)#[CH:26]>>[F:12][C:11]([F:14])([F:13])[C:10]1[C:5]2[N:6]([C:2]([C:26]#[C:25][C:27]3[S:31][C:30]([S:32]([NH2:35])(=[O:34])=[O:33])=[CH:29][CH:28]=3)=[CH:3][N:4]=2)[N:7]=[C:8]([C:15]2[CH:20]=[CH:19][C:18]([C:21]([F:24])([F:23])[F:22])=[CH:17][CH:16]=2)[CH:9]=1. Reported procedure: The title compound was prepared from 3-iodo-8-trifluoromethyl-6-(4-trifluoromethyl-phenyl)-imidazo[1,2-b]pyridazine (example C.26 step 11) (457 mg, 1 mmol) and 5-ethynyl-thiophene-2-sulfonic acid amide (example D.3) (243 mg, 1.3 mmol) according to general procedure II. Obtained as a light yellow solid (210 mg, 41%). MS (ISP) 517.1 [(M+H)+]; mp 261-263° C. Reactants: O=C([O-])[O-], CC(=O)[O-], CC(=O)[O-], c1ccc(CN2CCNCC2)cc1, Cc1ccccc1, COCOc1ccc(Cl)cc1C(=O)OC, [Cs+], [Cs+], O, [Pd+2], c1ccc(P(c2ccccc2)c2ccc3ccccc3c2-c2c(P(c3ccccc3)c3ccccc3)ccc3ccccc23)cc1. Yields the product COCOc1ccc(N2CCN(Cc3ccccc3)CC2)cc1C(=O)OC. RXN SMILES: [C:75](=[O:76])([O-:77])[O-:78].[C:88]([O-:89])(=[O:90])[CH3:91].[C:93]([O-:94])(=[O:95])[CH3:96].[CH2:16]([c:17]1[cH:18][cH:19][cH:20][cH:21][cH:22]1)[N:23]1[CH2:24][CH2:25][NH:26][CH2:27][CH2:28]1.[CH3:81][c:82]1[cH:83][cH:84][cH:85][cH:86][cH:87]1.[Cl:1][c:2]1[cH:3][cH:4][c:5]([O:12][CH2:13][O:14][CH3:15])[c:6]([C:7](=[O:8])[O:9][CH3:10])[cH:11]1.[Cs+:79].[Cs+:80].[OH2:97].[Pd+2:92].[c:29]1([P:30]([c:31]2[cH:32][cH:33][cH:34][cH:35][cH:36]2)[c:37]2[cH:38][cH:39][c:40]3[c:41]([cH:42][cH:43][cH:44][cH:45]3)[c:46]2-[c:47]2[c:48]3[c:49]([cH:50][cH:51][cH:52][cH:53]3)[cH:54][cH:55][c:56]2[P:57]([c:58]2[cH:59][cH:60][cH:61][cH:62][cH:63]2)[c:64]2[cH:65][cH:66][cH:67][cH:68][cH:69]2)[cH:70][cH:71][cH:72][cH:73][cH:74]1>>[c:2]1([N:26]2[CH2:25][CH2:24][N:23]([CH2:16][c:17]3[cH:18][cH:19][cH:20][cH:21][cH:22]3)[CH2:28][CH2:27]2)[cH:3][cH:4][c:5]([O:12][CH2:13][O:14][CH3:15])[c:6]([C:7](=[O:8])[O:9][CH3:10])[cH:11]1. Reactants: NC1=NC(=C(C(=C1C#N)C1=CC2=C(OCCO2)C=C1)C#N)SC1=CC=CC=C1 (2-amino-4-(2,3-dihydro-1,4-benzodioxin-6-yl)-6-(phenyl-sulfanyl)-3,5-pyridinedicarbonitrile), N1=C(C=CC=C1)CN (2-picolylamine), N1=C(C=CC=C1)CN (2-picolylamine). Solvent: CN(C)C=O (DMF). Reaction conditions: temperature 100 celsius, time 3 hour. Yields the product NC1=NC(=C(C(=C1C#N)C1=CC2=C(OCCO2)C=C1)C#N)NCC1=NC=CC=C1 (2-Amino-4-(2,3-dihydro-1,4-benzodioxin-6-yl)-6-[(2-pyridinylmethyl)amino]-3,5-pyridinedicarbonitrile). RXN SMILES: [NH2:1][C:2]1[C:7]([C:8]#[N:9])=[C:6]([C:10]2[CH:19]=[CH:18][C:13]3[O:14][CH2:15][CH2:16][O:17][C:12]=3[CH:11]=2)[C:5]([C:20]#[N:21])=[C:4](SC2C=CC=CC=2)[N:3]=1.[N:29]1[CH:34]=[CH:33][CH:32]=[CH:31][C:30]=1[CH2:35][NH2:36]>CN(C=O)C>[NH2:1][C:2]1[C:7]([C:8]#[N:9])=[C:6]([C:10]2[CH:19]=[CH:18][C:13]3[O:14][CH2:15][CH2:16][O:17][C:12]=3[CH:11]=2)[C:5]([C:20]#[N:21])=[C:4]([NH:36][CH2:35][C:30]2[CH:31]=[CH:32][CH:33]=[CH:34][N:29]=2)[N:3]=1. Reported procedure: 100 mg (0.26 mmol) of 2-amino-4-(2,3-dihydro-1,4-benzodioxin-6-yl)-6-(phenyl-sulfanyl)-3,5-pyridinedicarbonitrile and 56 mg (0.52 mmol) of 2-picolylamine in 8 ml of DMF are heated at 100° C. After 3 hours, another 224 mg (2.08 mmol) of 2-picolylamine are added, and the mixture is heated at 100° C. for another 4 hours. After dilution with water, the mixture is extracted three times with ethyl acetate. The combined organic phases are washed with saturated sodium chloride solution, dried over magne... Starting materials: CN(C)C=O, Cc1ccccc1, O=C(O)Cc1ccc(F)cc1, O=S(Cl)Cl. The product is O=C(Cl)Cc1ccc(F)cc1. Reaction SMILES: [CH3:12][N:13]([CH3:14])[CH:15]=[O:16].[CH3:21][c:22]1[cH:23][cH:24][cH:25][cH:26][cH:27]1.[F:1][c:2]1[cH:3][cH:4][c:5]([CH2:8][C:9](=[O:10])[OH:11])[cH:6][cH:7]1.[S:17]([Cl:18])([Cl:19])=[O:20]>>[F:1][c:2]1[cH:3][cH:4][c:5]([CH2:8][C:9](=[O:11])[Cl:19])[cH:6][cH:7]1. The reactants are Ag2CO3, C(C1=CC=CC=C1)Br (benzyl bromide), ClC1=CC=C(C(=N1)O)[N+](=O)[O-] (6-chloro-3-nitropyridin-2-ol). Solvent: CCCCCC (hexane), CCOC(=O)C (EtOAc), petroleum ether, C1(=CC=CC=C1)C (toluene), CCOC(=O)C (EtOAc). Reaction conditions: temperature 110 celsius, time 12 hour. The product is C(C1=CC=CC=C1)OC1=NC(=CC=C1[N+](=O)[O-])Cl (2-(Benzyloxy)-6-chloro-3-nitropyridine). RXN SMILES: [Cl:1][C:2]1[N:7]=[C:6]([OH:8])[C:5]([N+:9]([O-:11])=[O:10])=[CH:4][CH:3]=1.[CH2:12](Br)[C:13]1[CH:18]=[CH:17][CH:16]=[CH:15][CH:14]=1>C1(C)C=CC=CC=1.CCCCCC.CCOC(C)=O>[CH2:12]([O:8][C:6]1[C:5]([N+:9]([O-:11])=[O:10])=[CH:4][CH:3]=[C:2]([Cl:1])[N:7]=1)[C:13]1[CH:18]=[CH:17][CH:16]=[CH:15][CH:14]=1. Procedure: To a stirred mixture of 6-chloro-3-nitropyridin-2-ol (5 g, 0.0286 mol, Combi Blocks) in toluene (50.0 mL) in a 250 mL sealed tube, were added Ag2CO3 (11.84 g, 0.041 mol, Aldrich) and benzyl bromide (5.8 g, 0.033 mol) in one lot. The reaction mixture was capped, and the mixture was stirred for 12 h at 110° C. temperature. After completion of the reaction (monitored by TLC, 10% EtOAc in hexane), the reaction mixture was quenched with water (50 mL) and extracted with EtOAc (50 mL×3). The organic la... Starting materials: C(C1=CC=CC=C1)OC1=NC(=NC2=CC=C(C=C12)C=O)N1CCSC2=C(C1)C=CC=C2 (4-(benzyloxy)-2-(2,3-dihydro-1,4-benzothiazepin-4(5H)-yl)quinazoline-6-carbaldehyde), [BH4-].[Na+] (sodium borohydride). Run in CO (methanol), O1CCCC1 (tetrahydrofuran), O (water). Conditions: temperature 0 celsius, time 15 minute. Product: C(C1=CC=CC=C1)OC1=NC(=NC2=CC=C(C=C12)CO)N1CCSC2=C(C1)C=CC=C2 ([4-(Benzyloxy)-2-(2,3-dihydro-1,4-benzothiazepin-4(5H)-yl)quinazolin-6-yl]methanol). Yield: 94.8%. As a reaction SMILES: [CH2:1]([O:8][C:9]1[C:18]2[C:13](=[CH:14][CH:15]=[C:16]([CH:19]=[O:20])[CH:17]=2)[N:12]=[C:11]([N:21]2[CH2:27][C:26]3[CH:28]=[CH:29][CH:30]=[CH:31][C:25]=3[S:24][CH2:23][CH2:22]2)[N:10]=1)[C:2]1[CH:7]=[CH:6][CH:5]=[CH:4][CH:3]=1.[BH4-].[Na+]>CO.O1CCCC1.O>[CH2:1]([O:8][C:9]1[C:18]2[C:13](=[CH:14][CH:15]=[C:16]([CH2:19][OH:20])[CH:17]=2)[N:12]=[C:11]([N:21]2[CH2:27][C:26]3[CH:28]=[CH:29][CH:30]=[CH:31][C:25]=3[S:24][CH2:23][CH2:22]2)[N:10]=1)[C:2]1[CH:3]=[CH:4][CH:5]=[CH:6][CH:7]=1 |f:1.2|. Procedure details: To a solution of 4-(benzyloxy)-2-(2,3-dihydro-1,4-benzothiazepin-4(5H)-yl)quinazoline-6-carbaldehyde (3.0 g, 7.0 mmol) in methanol (20 mL) and tetrahydrofuran (20 mL) was added sodium borohydride (270 mg, 7.13 mmol) at 0° C. After being stirred at 0° C. for 15 minutes, the resulting mixture was warmed to room temperature, diluted with water (10 mL) and extracted with ethyl acetate (20 mL×3). The combined organic layers were washed with a saturated aqueous solution of ammonium chloride (40 mL) an... Product: FC(=C(C(F)(F)F)F)OC(=C(F)C(F)(F)F)F.FC(=C(F)F)F.C(=C(F)F)C(F)(F)F (PMVE TFE 2-HPFP), Fluoroelastomer. Procedure details: A VF2/PMVE/TFE/2-HPFP fluoroelastomer was prepared by a continuous emulsion polymerization process of the invention in a well-stirred 4.0-liter stainless steel liquid full reaction vessel at 110° C. An aqueous solution, consisting of 3.5 g/hour (g/h) ammonium persulfate, 2.0 g/h sodium hydroxide, 8.4 g/h Zonyl® FS-62 fluorosurfactant (25 wt. % A.I.) solution, and 2.4 g/h isopropanol in deionized water, was fed to the reactor at a rate of 8 L/hour. The reactor was maintained at a liquid-full leve... RXN SMILES: S(OOS([O-])(=O)=O)([O-])(=O)=O.[NH4+].[NH4+].[OH-].[Na+].[F:15][C:16]([F:20])=[C:17]([F:19])[F:18].C(F)(F)=C.[F:25][C:26]([O:33][C:34]([F:41])=[C:35]([C:37]([F:40])([F:39])[F:38])[F:36])=[C:27]([F:32])[C:28]([F:31])([F:30])[F:29].[CH:42]([C:46]([F:49])([F:48])[F:47])=[C:43]([F:45])[F:44]>O.C(O)(C)C>[F:25][C:26]([O:33][C:34]([F:41])=[C:35]([C:37]([F:38])([F:40])[F:39])[F:36])=[C:27]([F:32])[C:28]([F:31])([F:30])[F:29].[F:15][C:16]([F:20])=[C:17]([F:19])[F:18].[CH:42]([C:46]([F:49])([F:48])[F:47])=[C:43]([F:45])[F:44] |f:0.1.2,3.4,11.12.13|. Solvent: O (water), C(C)(C)O (isopropanol). Run at time 30 minute. Starting materials: C(=C)(F)F (vinylidene fluoride), FC(=C(F)F)F (tetrafluoroethylene), C(=C(F)F)C(F)(F)F (2-hydropentafluoropropylene), S(=O)(=O)([O-])OOS(=O)(=O)[O-].[NH4+].[NH4+] (ammonium persulfate), [OH-].[Na+] (sodium hydroxide), FC(=C(C(F)(F)F)F)OC(=C(F)C(F)(F)F)F (perfluoro(methyl vinyl) ether). Reactants: C(=O)C1C2CCC(C1C)C2 (2-formyl-3-methylbicyclo[2.2.1]heptane), C(#N)CC(=O)O (cyanoacetic acid), [OH-].[NH4+] (ammonium hydroxide), CN(C=O)C (dimethylformamide). Run in C1=CC=CC=C1 (benzene). Yields the product C(#N)CC=C1C2CCC(C1C)C2 (2-(2-cyanoethylidene)-3-methylbicyclo[2.2.1]heptane). Isolated yield 77.0%. RXN SMILES: [CH:1]([CH:3]1[CH:8]([CH3:9])[CH:7]2[CH2:10][CH:4]1[CH2:5][CH2:6]2)=O.[C:11]([CH2:13]C(O)=O)#[N:12].[OH-].[NH4+].CN(C)C=O>C1C=CC=CC=1>[C:11]([CH2:13][CH:1]=[C:3]1[CH:8]([CH3:9])[CH:7]2[CH2:10][CH:4]1[CH2:5][CH2:6]2)#[N:12] |f:2.3|. Procedure: A stirred solution of 97 g (0.7 mol) of 2-formyl-3-methylbicyclo[2.2.1]heptane 65 g (0.76 mol) of cyanoacetic acid, 2 ml of ammonium hydroxide (58%), 132 ml of dimethylformamide, and 170 ml benzene was heated to reflux and the water removed with a Dean-Stark trap. The reaction was allowed to continue until the evolution of carbon dioxide ceased (approx. 24 hrs.). Upon completion, the reaction was cooled and the solvent removed under reduced pressure. The residual oil was distilled under vacuum t...